This data is from the Open Reaction Database (ORD), a public repository of structured organic reaction records. The task is: describe an organic reaction: reactants, conditions, products, and yield As a reaction SMILES: [F:1][C:2]1[CH:10]=[C:9]2[C:5]([C:6]([CH:18]([CH2:22][C:23]([C:25]3[C:33]4[C:28](=[CH:29][C:30]([F:34])=[CH:31][CH:32]=4)[N:27]([CH2:35][C:36]4[CH:41]=[CH:40][CH:39]=[CH:38][CH:37]=4)[CH:26]=3)=O)[C:19]([OH:21])=[O:20])=[CH:7][N:8]2[CH2:11][C:12]2[CH:17]=[CH:16][CH:15]=[CH:14][CH:13]=2)=[CH:4][CH:3]=1.C1(=O)OC(=O)C=C1.FC1C=C2C(C=CN2CC2C=CC=CC=2)=CC=1.C(N1C2C(=CC=CC=2)C(C(CC(C2C3C(=CC=CC=3)N(CC)C=2C)=O)C(O)=O)=C1C)C>>[F:1][C:2]1[CH:10]=[C:9]2[C:5]([C:6]([CH:18]3[CH:22]=[C:23]([C:25]4[C:33]5[C:28](=[CH:29][C:30]([F:34])=[CH:31][CH:32]=5)[N:27]([CH2:35][C:36]5[CH:41]=[CH:40][CH:39]=[CH:38][CH:37]=5)[CH:26]=4)[O:20][C:19]3=[O:21])=[CH:7][N:8]2[CH2:11][C:12]2[CH:17]=[CH:16][CH:15]=[CH:14][CH:13]=2)=[CH:4][CH:3]=1. The product is FC1=CC=C2C(=CN(C2=C1)CC1=CC=CC=C1)C1C(OC(=C1)C1=CN(C2=CC(=CC=C12)F)CC1=CC=CC=C1)=O (3,5-bis(6-fluoro-1-benzyl-3-indolyl)-2(3H)-furanone). Procedure: Following a procedure similar to that described above in part A of this example except that 2,4-bis(6-fluoro-1-benzyl-3-indolyl)-4-oxobutanoic acid prepared by interaction of maleic anhydride and 6-fluoro-1-benzylindole by a procedure similar to that described in Example 3, part A is used in place of 2,4-bis-(1-ethyl-2-methyl-3-indolyl)-4-oxobutanoic acid, there is obtained 3,5-bis(6-fluoro-1-benzyl-3-indolyl)-2(3H)-furanone (Formula II: R=C6H5CH2 ; R1 =H; Y=6-F). The reactants are FC1=CC=C2C(=CN(C2=C1)CC1=CC=CC=C1)C(C(=O)O)CC(=O)C1=CN(C2=CC(=CC=C12)F)CC1=CC=CC=C1 (2,4-bis(6-fluoro-1-benzyl-3-indolyl)-4-oxobutanoic acid), C(C)N1C(=C(C2=CC=CC=C12)C(C(=O)O)CC(=O)C1=C(N(C2=CC=CC=C12)CC)C)C (2,4-bis-(1-ethyl-2-methyl-3-indolyl)-4-oxobutanoic acid), C1(\C=C/C(=O)O1)=O (maleic anhydride), FC1=CC=C2C=CN(C2=C1)CC1=CC=CC=C1 (6-fluoro-1-benzylindole). The reactants are ClC1=CC=C(C=C1)S(=O)(=O)C1(CCC(CC1)CC(=O)C1=CC(=CC=C1)C1OCCO1)C1=C(C=CC(=C1)F)F (2-[4-(4-Chloro-benzenesulfonyl)-4-(2,5-difluoro-phenyl)-cyclohexyl]-1-(3-[1, 3]dioxolan-2-yl-phenyl)-ethanone), C1(=CC=C(C=C1)S(=O)(=O)[O-])C.[NH+]1=CC=CC=C1 (pyridinium p-toluenesulfonate). The solvent is CC(=O)C (acetone), O (water). The product is ClC1=CC=C(C=C1)S(=O)(=O)C1(CCC(CC1)CC(=O)C=1C=C(C=O)C=CC1)C1=C(C=CC(=C1)F)F (3-{2-[4-(4-Chloro-benzenesulfonyl)-4-(2,5-difluoro-phenyl)-cyclohexyl]-acetyl}-benzaldehyde). The yield is 95.2%. As a reaction SMILES: [Cl:1][C:2]1[CH:7]=[CH:6][C:5]([S:8]([C:11]2([C:31]3[CH:36]=[C:35]([F:37])[CH:34]=[CH:33][C:32]=3[F:38])[CH2:16][CH2:15][CH:14]([CH2:17][C:18]([C:20]3[CH:25]=[CH:24][CH:23]=[C:22]([CH:26]4OCC[O:27]4)[CH:21]=3)=[O:19])[CH2:13][CH2:12]2)(=[O:10])=[O:9])=[CH:4][CH:3]=1.C1(C)C=CC(S([O-])(=O)=O)=CC=1.[NH+]1C=CC=CC=1>CC(C)=O.O>[Cl:1][C:2]1[CH:7]=[CH:6][C:5]([S:8]([C:11]2([C:31]3[CH:36]=[C:35]([F:37])[CH:34]=[CH:33][C:32]=3[F:38])[CH2:16][CH2:15][CH:14]([CH2:17][C:18]([C:20]3[CH:21]=[C:22]([CH:23]=[CH:24][CH:25]=3)[CH:26]=[O:27])=[O:19])[CH2:13][CH2:12]2)(=[O:10])=[O:9])=[CH:4][CH:3]=1 |f:1.2|. Procedure details: To a stirred solution of the product of Example 150 (73 mg, 0.13 mmol) in acetone (4 mL) and water (1 mL) was added pyridinium p-toluenesulfonate (33 mg, 0.13 mmol) and the mixture refluxed for 3.5 h. The acetone was evaporated and the residue diluted with water (10 mL) and extracted into ethyl acetate (2×10 mL). The combined organic layers were washed with saturated aqueous sodium bicarbonate (10 mL) and brine (20 mL), dried (MgSO4) and evaporated to leave the desired product (64 mg). MS (ES+) ... Starting materials: O=C([O-])[O-], COc1ccc(F)c(B(O)O)c1, [K+], [K+], COC(=O)c1ccc(OS(=O)(=O)C(F)(F)F)c(C2=CCOCC2)c1, CN(C)C=O, O, c1ccc(P(c2ccccc2)(c2ccccc2)[Pd](P(c2ccccc2)(c2ccccc2)c2ccccc2)(P(c2ccccc2)(c2ccccc2)c2ccccc2)P(c2ccccc2)(c2ccccc2)c2ccccc2)cc1. Product: COC(=O)c1ccc(-c2cc(OC)ccc2F)c(C2=CCOCC2)c1. RXN SMILES: [C:37](=[O:38])([O-:39])[O-:40].[F:25][c:26]1[c:27]([B:34]([OH:35])[OH:36])[cH:28][c:29]([O:32][CH3:33])[cH:30][cH:31]1.[K+:41].[K+:42].[O:1]1[CH2:2][CH2:3][C:4]([c:7]2[cH:8][c:9]([C:10](=[O:11])[O:12][CH3:13])[cH:14][cH:15][c:16]2[O:17][S:18]([C:19]([F:20])([F:21])[F:22])(=[O:23])=[O:24])=[CH:5][CH2:6]1.[O:43]=[CH:44][N:45]([CH3:46])[CH3:47].[OH2:48].[cH:49]1[cH:50][cH:51][c:52]([P:53]([Pd:54]([P:55]([c:56]2[cH:57][cH:58][cH:59][cH:60][cH:61]2)([c:62]2[cH:63][cH:64][cH:65][cH:66][cH:67]2)[c:68]2[cH:69][cH:70][cH:71][cH:72][cH:73]2)([P:74]([c:75]2[cH:76][cH:77][cH:78][cH:79][cH:80]2)([c:81]2[cH:82][cH:83][cH:84][cH:85][cH:86]2)[c:87]2[cH:88][cH:89][cH:90][cH:91][cH:92]2)[P:93]([c:94]2[cH:95][cH:96][cH:97][cH:98][cH:99]2)([c:100]2[cH:101][cH:102][cH:103][cH:104][cH:105]2)[c:106]2[cH:107][cH:108][cH:109][cH:110][cH:111]2)([c:112]2[cH:113][cH:114][cH:115][cH:116][cH:117]2)[c:118]2[cH:119][cH:120][cH:121][cH:122][cH:123]2)[cH:124][cH:125]1>>[O:1]1[CH2:2][CH2:3][C:4]([c:7]2[cH:8][c:9]([C:10](=[O:11])[O:12][CH3:13])[cH:14][cH:15][c:16]2-[c:27]2[c:26]([F:25])[cH:31][cH:30][c:29]([O:32][CH3:33])[cH:28]2)=[CH:5][CH2:6]1.